Dataset: the Open Reaction Database (ORD), a public repository of structured organic reaction records. Task: describe an organic reaction: reactants, conditions, products, and yield Reactants: CCOC(C)=O, O=C(Cc1ccc(F)cc1)NC(=O)Nc1ccc([N+](=O)[O-])cc1, [H][H]. Product: Nc1ccc(NC(=O)NC(=O)Cc2ccc(F)cc2)cc1. RXN SMILES: [CH3:26][CH2:27][O:28][C:29](=[O:30])[CH3:31].[F:1][c:2]1[cH:3][cH:4][c:5]([CH2:8][C:9](=[O:10])[NH:11][C:12](=[O:13])[NH:14][c:15]2[cH:16][cH:17][c:18]([N+:21]([O-:22])=[O:23])[cH:19][cH:20]2)[cH:6][cH:7]1.[H:24][H:25]>>[F:1][c:2]1[cH:3][cH:4][c:5]([CH2:8][C:9](=[O:10])[NH:11][C:12](=[O:13])[NH:14][c:15]2[cH:16][cH:17][c:18]([NH2:21])[cH:19][cH:20]2)[cH:6][cH:7]1. The reactants are C(=O)C1=CC=C(C=C2C(NC(S2)=O)=O)C=C1 (5-(4-formylbenzylidene)-2,4-thiazolidinedione), NC1=C(C=CC=C1N)O (2,3-diaminophenol). The product is O=C1SC(C(N1)=O)=CC1=CC=C(C=C1)C=1NC2=C(N1)C=CC=C2O (2-[4-[(2,4-Dioxothiazolidin-5-ylidene)methyl]phenyl]-4-hydroxybenzimidazole). As a reaction SMILES: [CH:1]([C:3]1[CH:16]=[CH:15][C:6]([CH:7]=[C:8]2[S:12][C:11](=[O:13])[NH:10][C:9]2=[O:14])=[CH:5][CH:4]=1)=O.[NH2:17][C:18]1[C:23]([NH2:24])=[CH:22][CH:21]=[CH:20][C:19]=1[OH:25]>>[O:13]=[C:11]1[NH:10][C:9](=[O:14])[C:8](=[CH:7][C:6]2[CH:15]=[CH:16][C:3]([C:1]3[NH:17][C:18]4[C:19]([OH:25])=[CH:20][CH:21]=[CH:22][C:23]=4[N:24]=3)=[CH:4][CH:5]=2)[S:12]1. Procedure details: 2-[4-[(2,4-Dioxothiazolidin-5-ylidene)methyl]phenyl]-4-hydroxybenzimidazole was prepared from 5-(4-formylbenzylidene)-2,4-thiazolidinedione and 2,3-diaminophenol by following General Procedure 2. Starting materials: N1CCC(CC1)NC(C(C1=CC=CC=C1)C1CCCC1)=O (N-(piperidin-4-yl)-2-cyclopentyl-2-phenylacetamide), C1(=CC=C(C=C1)S(=O)(=O)OCC\C=C(\C)/C(F)(F)F)C ((3Z)-4-trifluoromethyl-3-pentenyl p-toluenesulfonate), C([O-])([O-])=O.[K+].[K+] (potassium carbonate), [I-].[K+] (potassium iodide). Run in C(C)OCC (diethyl ether), CN(C=O)C (N,N-dimethylformamide). Conditions: time 3 hour. The product is FC(\C(=C/CCN1CCC(CC1)NC(C(C1=CC=CC=C1)(O)C1CCCC1)=O)\C)(F)F (N-[1[(3Z)-4-trifluoromethyl-3-pentenyl]piperidin-4-yl]-2-cyclopentyl-2-hydroxy-2-phenylacetamide). The yield is 25.7%. Reaction SMILES: [NH:1]1[CH2:6][CH2:5][CH:4]([NH:7][C:8](=[O:21])[CH:9]([CH:16]2[CH2:20][CH2:19][CH2:18][CH2:17]2)[C:10]2[CH:15]=[CH:14][CH:13]=[CH:12][CH:11]=2)[CH2:3][CH2:2]1.C1(C)C=CC(S(O[CH2:32][CH2:33]/[CH:34]=[C:35](\[C:37]([F:40])([F:39])[F:38])/[CH3:36])(=O)=O)=CC=1.C(=O)([O-])[O-:43].[K+].[K+].[I-].[K+]>CN(C)C=O.C(OCC)C>[F:38][C:37]([F:40])([F:39])/[C:35](/[CH3:36])=[CH:34]\[CH2:33][CH2:32][N:1]1[CH2:6][CH2:5][CH:4]([NH:7][C:8](=[O:21])[C:9]([CH:16]2[CH2:17][CH2:18][CH2:19][CH2:20]2)([OH:43])[C:10]2[CH:11]=[CH:12][CH:13]=[CH:14][CH:15]=2)[CH2:3][CH2:2]1 |f:2.3.4,5.6|. Procedure: To a solution of 77 mg of N-(piperidin-4-yl)-2-cyclopentyl-2-phenylacetamide in 3 ml of N,N-dimethylformamide, 74 mg of (3Z)-4-trifluoromethyl-3-pentenyl p-toluenesulfonate, 102 mg of potassium carbonate and 43 mg of potassium iodide were added by the order stated, followed by 3 hours' heating under reflux. The reaction liquid was diluted with diethyl ether, washed with water and saturated saline solution by the order stated, and dried over anhydrous magnesium sulfate. Distilling the solvent off...